Dataset: the Open Reaction Database (ORD), a public repository of structured organic reaction records. Task: describe an organic reaction: reactants, conditions, products, and yield Reactants: C1=C(C=CC2=CC=CC=C12)C(C)=NO (1-(2-naphthalenyl)ethanone oxime), [H-].[Na+] (NaH), 0.75, BrCC1=C(C=CC=C1)N1C(N(N=C1OC)C)=O (4-[2-(bromomethyl)phenyl]-2,4-dihydro-5-methoxy-2-methyl-3H-1,2,4-triazol-3-one). Run in CN(C)C=O (DMF). Run at time 3 hour. Product: COC=1N(C(N(N1)C)=O)C1=C(C=CC=C1)CON=C(C)C1=CC2=CC=CC=C2C=C1 (2,4-dihydro-5-methoxy-2-methyl-4-[2-[[[[1-(2-naphthalenyl)ethylidene]amino]oxy]methyl]phenyl]-3H-1,2,4-triazol-3-one). Yield: 79.0%. As a reaction SMILES: [CH:1]1[C:10]2[C:5](=[CH:6][CH:7]=[CH:8][CH:9]=2)[CH:4]=[CH:3][C:2]=1[C:11](=[N:13][OH:14])[CH3:12].[H-].[Na+].Br[CH2:18][C:19]1[CH:24]=[CH:23][CH:22]=[CH:21][C:20]=1[N:25]1[C:29]([O:30][CH3:31])=[N:28][N:27]([CH3:32])[C:26]1=[O:33]>CN(C=O)C>[CH3:31][O:30][C:29]1[N:25]([C:20]2[CH:21]=[CH:22][CH:23]=[CH:24][C:19]=2[CH2:18][O:14][N:13]=[C:11]([C:2]2[CH:3]=[CH:4][C:5]3[C:10](=[CH:9][CH:8]=[CH:7][CH:6]=3)[CH:1]=2)[CH3:12])[C:26](=[O:33])[N:27]([CH3:32])[N:28]=1 |f:1.2|. Procedure details: To a solution of 0.56 g (3.02 mmol) of 1-(2-naphthalenyl)ethanone oxime in 10 mL of DMF was added 0.13 g (3.28 mmol) of NaH. 0.75 (2.52 mmol) of the title compound of Step D was then added to the reaction and the mixture was stirred at room temperature for 3 h. The reaction mixture was washed successively with water and saturated NaCl and then extracted with ethyl acetate. The combined organic extracts were dried over magnesium sulfate, filtered, and concentrated. The crude product was purified ...